This data is from the Open Reaction Database (ORD), a public repository of structured organic reaction records. The task is: describe an organic reaction: reactants, conditions, products, and yield Reactants: FC(C1=C(CN2CCC(CC2)\C=C/2\C(=NC(S2)=O)NC)C=CC(=C1)C(F)(F)F)(F)F ((5Z)-5-({1-[2,4-bis(trifluoromethyl)benzyl]piperidin-4-yl}methylidene)-4-(methylamino)-1,3-thiazol-2(5H)-one), C(\C=C\C(=O)O)(=O)O (fumaric acid). Solvent: C(C)O (ethanol), C(C)O (ethanol). Conditions: time 1 hour. The product is C(\C=C\C(=O)O)(=O)O.FC(C1=C(CN2CCC(CC2)\C=C/2\C(=NC(S2)=O)NC)C=CC(=C1)C(F)(F)F)(F)F ((5Z)-5-({1-[2,4-bis(trifluoromethyl)benzyl]piperidin-4-yl}methylidene)-4-(methylamino)-1,3-thiazol-2(5H)-one fumarate). Yield: 68.8%. RXN SMILES: [F:1][C:2]([F:30])([F:29])[C:3]1[CH:24]=[C:23]([C:25]([F:28])([F:27])[F:26])[CH:22]=[CH:21][C:4]=1[CH2:5][N:6]1[CH2:11][CH2:10][CH:9](/[CH:12]=[C:13]2/[C:14]([NH:19][CH3:20])=[N:15][C:16](=[O:18])[S:17]/2)[CH2:8][CH2:7]1.[C:31]([OH:38])(=[O:37])/[CH:32]=[CH:33]/[C:34]([OH:36])=[O:35]>C(O)C>[C:31]([OH:38])(=[O:37])/[CH:32]=[CH:33]/[C:34]([OH:36])=[O:35].[F:30][C:2]([F:1])([F:29])[C:3]1[CH:24]=[C:23]([C:25]([F:27])([F:28])[F:26])[CH:22]=[CH:21][C:4]=1[CH2:5][N:6]1[CH2:11][CH2:10][CH:9](/[CH:12]=[C:13]2/[C:14]([NH:19][CH3:20])=[N:15][C:16](=[O:18])[S:17]/2)[CH2:8][CH2:7]1 |f:3.4|. Reported procedure: To a solution of (5Z)-5-({1-[2,4-bis(trifluoromethyl)benzyl]piperidin-4-yl}methylidene)-4-(methylamino)-1,3-thiazol-2(5H)-one (765 mg) in ethanol (15 mL) was added a solution of fumaric acid (197 mg) in ethanol (45 mL). The reaction mixture was stirred at room temperature for 1 hr, the solvent was evaporated under reduced pressure, and the residue was washed with ethyl acetate. The obtained powder was recrystallized from ethanol/heptane to give the title compound (662 mg).